Dataset: the Open Reaction Database (ORD), a public repository of structured organic reaction records. Task: describe an organic reaction: reactants, conditions, products, and yield The reactants are [OH-].[Na+] (Sodium hydroxide), C(C)OC(CN(C(C1=CC(=CC(=C1)OCCCCCCCCCCC(OC)=O)OCCCCCCCCCCC(=O)OC)=O)CC(=O)OCC)=O (N-(2-ethoxy-2-oxoethyl)-N-[3,5-bis[(11-methoxy-11-oxoundecyl)oxy]benzoyl]glycine ethyl ester). Yields the product C(=O)(O)CN(CC(=O)O)C(C1=CC(=CC(=C1)OCCCCCCCCCCC(=O)O)OCCCCCCCCCCC(=O)O)=O (N-(carboxymethyl)-N-[3,5-bis[(10-carboxydecyl)oxy]benzoyl]glycine). RXN SMILES: [OH-].[Na+].C([O:5][C:6](=[O:53])[CH2:7][N:8]([CH2:47][C:48]([O:50]CC)=[O:49])[C:9](=[O:46])[C:10]1[CH:15]=[C:14]([O:16][CH2:17][CH2:18][CH2:19][CH2:20][CH2:21][CH2:22][CH2:23][CH2:24][CH2:25][CH2:26][C:27](=[O:30])[O:28]C)[CH:13]=[C:12]([O:31][CH2:32][CH2:33][CH2:34][CH2:35][CH2:36][CH2:37][CH2:38][CH2:39][CH2:40][CH2:41][C:42]([O:44]C)=[O:43])[CH:11]=1)C>>[C:6]([CH2:7][N:8]([C:9](=[O:46])[C:10]1[CH:15]=[C:14]([O:16][CH2:17][CH2:18][CH2:19][CH2:20][CH2:21][CH2:22][CH2:23][CH2:24][CH2:25][CH2:26][C:27]([OH:30])=[O:28])[CH:13]=[C:12]([O:31][CH2:32][CH2:33][CH2:34][CH2:35][CH2:36][CH2:37][CH2:38][CH2:39][CH2:40][CH2:41][C:42]([OH:44])=[O:43])[CH:11]=1)[CH2:47][C:48]([OH:50])=[O:49])([OH:53])=[O:5] |f:0.1|. Procedure details: Sodium hydroxide hydrolysis of N-(2-ethoxy-2-oxoethyl)-N-[3,5-bis[(11-methoxy-11-oxoundecyl)oxy]benzoyl]glycine ethyl ester gave N-(carboxymethyl)-N-[3,5-bis[(10-carboxydecyl)oxy]benzoyl]glycine, mp 134°-140°. The reactants are COC1=C(COCCCOC2=CC=C(C=C2)C2C(CN(CC2)C(=O)OC(C)(C)C)OCCOS(=O)(=O)C2=CC=C(C=C2)C)C=CC=C1 (tert-butyl 4-{4-[3-(2-methoxybenzyloxy)propoxy]phenyl}-3-[2-(toluene-4-sulphonyloxy)ethoxy]piperidine-1-carboxylate), FC1=C(C(=CC=C1)O)CCNC(C)=O (N-[2-(2-fluoro-6-hydroxyphenyl)ethyl]acetamide). Yields the product C(C)(=O)NCCC1=C(OCCOC2CN(CCC2C2=CC=C(C=C2)OCCCOCC2=C(C=CC=C2)OC)C(=O)OC(C)(C)C)C=CC=C1F (tert-Butyl 3-{2-[2-(2-Acetylaminoethyl)-3-fluorophenoxy]ethoxy}-4-{4-[3-(2-methoxybenzyloxy)propoxy]phenyl}piperidine-1-carboxylate). RXN SMILES: [CH3:1][O:2][C:3]1[CH:47]=[CH:46][CH:45]=[CH:44][C:4]=1[CH2:5][O:6][CH2:7][CH2:8][CH2:9][O:10][C:11]1[CH:16]=[CH:15][C:14]([CH:17]2[CH2:22][CH2:21][N:20]([C:23]([O:25][C:26]([CH3:29])([CH3:28])[CH3:27])=[O:24])[CH2:19][CH:18]2[O:30][CH2:31][CH2:32]OS(C2C=CC(C)=CC=2)(=O)=O)=[CH:13][CH:12]=1.[F:48][C:49]1[CH:54]=[CH:53][CH:52]=[C:51]([OH:55])[C:50]=1[CH2:56][CH2:57][NH:58][C:59](=[O:61])[CH3:60]>>[C:59]([NH:58][CH2:57][CH2:56][C:50]1[C:49]([F:48])=[CH:54][CH:53]=[CH:52][C:51]=1[O:55][CH2:32][CH2:31][O:30][CH:18]1[CH:17]([C:14]2[CH:13]=[CH:12][C:11]([O:10][CH2:9][CH2:8][CH2:7][O:6][CH2:5][C:4]3[CH:44]=[CH:45][CH:46]=[CH:47][C:3]=3[O:2][CH3:1])=[CH:16][CH:15]=2)[CH2:22][CH2:21][N:20]([C:23]([O:25][C:26]([CH3:27])([CH3:29])[CH3:28])=[O:24])[CH2:19]1)(=[O:61])[CH3:60]. Reported procedure: Analogously to Method G, 0.45 g of tert-butyl 4-{4-[3-(2-methoxybenzyloxy)propoxy]phenyl}-3-[2-(toluene-4-sulphonyloxy)ethoxy]piperidine-1-carboxylate (Example 14b) and 0.27 g of N-[2-(2-fluoro-6-hydroxyphenyl)ethyl]acetamide are reacted. The title compound is obtained as a yellow oil. Rf=0.58 (EtOAc); Rt=5.57. The reactants are BrC=1C=CC2=C(SC=C2C)C1 (6-bromo-3-methylbenzo[b]thiophene), CI (methyl iodide), C(=O)=O (carbon dioxide), [Mg] (magnesium). Run in CCOCC (ether), CCOCC (ether). Conditions: time 30 minute. The product is CC=1C2=C(SC1)C=C(C=C2)C(=O)O (3-methylbenzo[b]thiophene-6-carboxylic acid). As a reaction SMILES: Br[C:2]1[CH:3]=[CH:4][C:5]2[C:9]([CH3:10])=[CH:8][S:7][C:6]=2[CH:11]=1.CI.[Mg].[C:15](=[O:17])=[O:16]>CCOCC>[CH3:10][C:9]1[C:5]2[CH:4]=[CH:3][C:2]([C:15]([OH:17])=[O:16])=[CH:11][C:6]=2[S:7][CH:8]=1. Reported procedure: A mixture of 6-bromo-3-methylbenzo[b]thiophene (16.8 g) and methyl iodide (23.8 g) was added dropwise to a stirred mixture of dry ether (150 ml) and magnesium (11.06 g) at such a rate that gentle reflux was maintained. When the addition was complete, the mixture was heated under reflux with stirring for 30 minutes, then cooled and poured onto a mixture of crushed solid carbon dioxide and ether. When all the carbon dioxide had evaporated, 2N hydrochloric acid (100 ml) was added and the mixture wa...